Dataset: the Open Reaction Database (ORD), a public repository of structured organic reaction records. Task: describe an organic reaction: reactants, conditions, products, and yield Starting materials: ClC1C(C2C=CC(C1=O)CC2)=O (3-chloro-bicyclo[3.2.2]non-6-ene-2,4-dione). The reagents and catalysts are [Zn] (zinc). The solvent is C(C)(=O)O (acetic acid). Reaction conditions: temperature 95 celsius. Yields the product C12C(CC(C(C=C1)CC2)=O)=O (bicyclo[3.2.2]non-6-ene-2,4-dione). The yield is 93.2%. As a reaction SMILES: Cl[CH:2]1[C:8](=[O:9])[CH:7]2[CH2:10][CH2:11][CH:4]([CH:5]=[CH:6]2)[C:3]1=[O:12]>[Zn].C(O)(=O)C>[CH:7]12[CH2:10][CH2:11][CH:4]([CH:5]=[CH:6]1)[C:3](=[O:12])[CH2:2][C:8]2=[O:9]. Procedure: 0.19 g (1 mmol) of 3-chloro-bicyclo[3.2.2]non-6-ene-2,4-dione is treated in the presence of 4 ml of acetic acid with 0.27 g (4 mmol) of zinc and the mixture is heated for 3 hours at a temperature of 95° C. The cooled reaction mixture is then extracted with ethyl acetate against water and then washed again with saturated sodium chloride solution. 0.14 g of amorphous bicyclo[3.2.2]non-6-ene-2,4-dione is obtained as tautomeric form Da. The reactants are [NH4+].[Cl-] (NH4Cl), CNC(C)=O (N-methylacetamide), [H-].[Na+] (sodium hydride), CNC(C)=O (N-methylacetamide), FC1=CC=C(CBr)C=C1 (4-fluorobenzylbromide), solution, FC1=CC=C(CBr)C=C1 (4-fluorobenzylbromide). Solvent: C(C)(=O)OCC (ethyl acetate), O (water), C1CCOC1 (THF), C1CCOC1 (THF), C(C)#N (acetonitrile), CCCCCCC (heptane). Run at time 8 hour. The product is CN(C(C)=O)CC1=CC=C(C=C1)F (N-methyl-N-(4-fluorobenzyl)acetamide). Isolated yield 97.0%. As a reaction SMILES: [CH3:1][NH:2][C:3](=[O:5])[CH3:4].[H-].[Na+].[F:8][C:9]1[CH:16]=[CH:15][C:12]([CH2:13]Br)=[CH:11][CH:10]=1.[NH4+].[Cl-]>C1COCC1.C(#N)C.CCCCCCC.C(OCC)(=O)C.O>[CH3:1][N:2]([CH2:13][C:12]1[CH:15]=[CH:16][C:9]([F:8])=[CH:10][CH:11]=1)[C:3](=[O:5])[CH3:4] |f:1.2,4.5|. Reported procedure: Slowly add a solution of 375 g (5.13 mol, 112 equiv) of N-methylacetamide in THF (1.76 L) to 224 g (5.55 mol, 1.2 equiv) of sodium hydride (60% dispersion in mineral oil) as a slurry in THF (8.75 L). After 30 minutes when 25% of the solution has been added, add 875 g (4.63 mole, 1 equiv) of 4-fluorobenzylbromide and the remaining N-methylacetamide and 4-fluorobenzylbromide solutions concurrently over the next 3 h. Use a water bath to maintain the temperature below 40° C. Stir the resulting mixtu... The reactants are C(=O)(OCC1=CC=CC=C1)NCC(=O)O (N-Cbz-glycine), anhydride, Cl.NC[C@@H](C(=O)OCC)NS(=O)(=O)C1=CC=CC=C1 (Ethyl 3-Amino-2(S)-phenylsulfonylaminopropionate hydrochloride), CN1CCOCC1 (NMM), ClC(=O)OCC(C)C (isobutyl chloroformate). Run in CCOC(=O)C (EtOAc), CCOC(=O)C (EtOAc), CCOC(=O)C (EtOAc). Reaction conditions: temperature -15 celsius, time 20 minute. Product: C(C)OC([C@H](CNC(CNC(=O)OCC1=CC=CC=C1)=O)NS(=O)(=O)C1=CC=CC=C1)=O (N-Cbz-glycyl-2(S)-phenylsulfonamido-β-alanine ethyl ester). RXN SMILES: [C:1]([NH:11][CH2:12][C:13]([OH:15])=O)([O:3][CH2:4][C:5]1[CH:10]=[CH:9][CH:8]=[CH:7][CH:6]=1)=[O:2].CN1CCOCC1.ClC(OCC(C)C)=O.Cl.[NH2:32][CH2:33][C@H:34]([NH:40][S:41]([C:44]1[CH:49]=[CH:48][CH:47]=[CH:46][CH:45]=1)(=[O:43])=[O:42])[C:35]([O:37][CH2:38][CH3:39])=[O:36]>CCOC(C)=O>[CH2:38]([O:37][C:35](=[O:36])[C@@H:34]([NH:40][S:41]([C:44]1[CH:49]=[CH:48][CH:47]=[CH:46][CH:45]=1)(=[O:42])=[O:43])[CH2:33][NH:32][C:13](=[O:15])[CH2:12][NH:11][C:1]([O:3][CH2:4][C:5]1[CH:6]=[CH:7][CH:8]=[CH:9][CH:10]=1)=[O:2])[CH3:39] |f:3.4|. Procedure: N-Cbz-glycine (339 mg, 1.62 mmol) was dissolved in 8 mL EtOAc, cooled to -15° C., then NMM (196 μL, 1.8 mmol) and isobutyl chloroformate (230 μL, 1.8 mmol) were added. After 20 min, the mixed anhydride solution was added to amine 3-4 (0.50 mg, 1.6 mmol) suspended in 5 niL EtOAc and the reaction was warmed to RT for 90 min. Following dilution with EtOAc, the mixture was washed with water, sat. NaHCO3, 5% KHSO4, and brine, dried (MgSO4), filtered and concentrated. Flash chromatography (silica, 75%... Starting materials: CON=C(C#N)C=1CNCCC1 (α-(methoxyimino)-α-(1,2,5,6-tetrahydropyridin-3-yl)acetonitrile), C([O-])([O-])=O.[K+].[K+] (potassium carbonate), CC(=O)C (acetone), ICC (iodoethane). Product: C(C(=O)O)(=O)O.CON=C(C#N)C=1CN(CCC1)CC (α-(Methoxyimino)-α-(1-ethyl-1,2,5,6-tetrahydropyridin-3-yl) acetonitrile oxalate salt). The yield is 94.0%. RXN SMILES: [CH3:1][O:2][N:3]=[C:4]([C:7]1[CH2:8][NH:9][CH2:10][CH2:11][CH:12]=1)[C:5]#[N:6].[C:13](=[O:16])([O-:15])[O-].[K+].[K+].I[CH2:20][CH3:21].CC(C)=[O:24]>>[C:1]([OH:2])(=[O:24])[C:13]([OH:15])=[O:16].[CH3:1][O:2][N:3]=[C:4]([C:7]1[CH2:8][N:9]([CH2:20][CH3:21])[CH2:10][CH2:11][CH:12]=1)[C:5]#[N:6] |f:1.2.3,6.7|. Procedure: To a vigorously stirred mixture of α-(methoxyimino)-α-(1,2,5,6-tetrahydropyridin-3-yl)acetonitrile (E10) (1.1 g, 0.0067 mol) and potassium carbonate (2.0 g, 0.0145 mol) in acetone (50 ml) at room temperature was added iodoethane (1.17 g, 0.0075 mol). After 4 hrs the mixture was concentrated in vacuo and the residue partitioned between water (25 ml) and chloroform (3×50 ml) The combined organic extracts were dried (Na2SO4) and evaporated to a residue which was purified by column chromatography on... The reactants are [Cl-].[Cl-].[Cl-].[Al+3] (aluminium trichloride), COC(=O)C1=CC2=C1C=C(C=C2)OC (5-methoxybenzocyclobutene-1-carboxylic acid methyl ester), ice water, Cl (hydrochloric acid), FC1=C(C(=O)Cl)C=CC=C1 (o-fluorobenzoyl chloride). Solvent: ClCCl (dichloromethane). Conditions: time 30 minute. The product is COC(=O)C1=CC2=C1C=C(C(=C2)C(C2=C(C=CC=C2)F)=O)OC (4-(o-fluorobenzoyl)-5-methoxybenzocyclobutene-1-carboxylic acid methyl ester). RXN SMILES: [CH3:1][O:2][C:3]([C:5]1[C:8]2[CH:9]=[C:10]([O:13][CH3:14])[CH:11]=[CH:12][C:7]=2[CH:6]=1)=[O:4].[Cl-].[Cl-].[Cl-].[Al+3].[F:19][C:20]1[CH:28]=[CH:27][CH:26]=[CH:25][C:21]=1[C:22](Cl)=[O:23].Cl>ClCCl>[CH3:1][O:2][C:3]([C:5]1[C:8]2[CH:9]=[C:10]([O:13][CH3:14])[C:11]([C:22](=[O:23])[C:21]3[CH:25]=[CH:26][CH:27]=[CH:28][C:20]=3[F:19])=[CH:12][C:7]=2[CH:6]=1)=[O:4] |f:1.2.3.4|. Procedure details: While stirring at from 0 to 3°, 9.61 g of 5-methoxybenzocyclobutene-1-carboxylic acid methyl ester are added dropwise to a suspension, cooled to 0°, of 26.6 g of aluminium trichloride in 60 ml of dichloromethane. The whole is stirred for 30 minutes at 0°, 15.9 g of o-fluorobenzoyl chloride are added dropwise thereto and stirring is carried out for 2 hours at from 0° to 3°. The whole is then poured into a mixture of 100 g of ice-water and 5 ml of concentrated hydrochloric acid, extracted by shaki... Reactants: [C]=O (carbon monoxide), BrC1=CC=C2C(=N1)N(C(=N2)OCC)CC2=C(C=C(C=C2)C2=CC=CC=C2)Cl (5-Bromo-3-(2-chloro-4-phenylbenzyl)-2-ethoxy-3H-imidazo[4,5-b]pyridine), C(C)(C)(C)O (tert-butyl alcohol), C1(=CC=CC=C1)P(CCCP(C1=CC=CC=C1)C1=CC=CC=C1)C1=CC=CC=C1 (1,3-bis(diphenylphosphino)propane). The reagents and catalysts are C(C)(=O)[O-].[Pd+2].C(C)(=O)[O-] (palladium (II) acetate). Solvent: CN(C=O)C (N,N-dimethylformamide), C(C)N(CC)CC (triethylamine). Yields the product ClC1=C(CN2C(=NC=3C2=NC(=CC3)C(=O)O)OCC)C=CC(=C1)C1=CC=CC=C1 (3-(2-chloro-4-phenylbenzyl)-2-ethoxy-3H-imidazo[4,5-b]pyridine-5-carboxylic acid). Reaction SMILES: Br[C:2]1[N:7]=[C:6]2[N:8]([CH2:14][C:15]3[CH:20]=[CH:19][C:18]([C:21]4[CH:26]=[CH:25][CH:24]=[CH:23][CH:22]=4)=[CH:17][C:16]=3[Cl:27])[C:9]([O:11][CH2:12][CH3:13])=[N:10][C:5]2=[CH:4][CH:3]=1.[C:28]([OH:32])(C)(C)C.C1(P(C2C=CC=CC=2)CCCP(C2C=CC=CC=2)C2C=CC=CC=2)C=CC=CC=1.[C]=[O:63]>CN(C)C=O.C([O-])(=O)C.[Pd+2].C([O-])(=O)C.C(N(CC)CC)C>[Cl:27][C:16]1[CH:17]=[C:18]([C:21]2[CH:26]=[CH:25][CH:24]=[CH:23][CH:22]=2)[CH:19]=[CH:20][C:15]=1[CH2:14][N:8]1[C:6]2=[N:7][C:2]([C:28]([OH:32])=[O:63])=[CH:3][CH:4]=[C:5]2[N:10]=[C:9]1[O:11][CH2:12][CH3:13] |f:5.6.7,^3:61|. Procedure details: 5-Bromo-3-(2-chloro-4-phenylbenzyl)-2-ethoxy-3H-imidazo[4,5-b]pyridine (57 mg) was dissolved in N,N-dimethylformamide (1.3 ml) and tert-butyl alcohol (1.0 ml) and triethylamine (30.4 mg), 1,3-bis(diphenylphosphino)propane (17 mg) and palladium (II) acetate (9.3 mg) were successively added. The mixture was stirred under a 10 atm. carbon monoxide atmosphere at 85° C. for 48 hr. The insoluble matter was filtered off and washed with chloroform. The filtrate and washing were combined and concentrated... Reactants: O (water), C[Si](C)(C)Cl (TMSCl), CCOCC (ether), C(C1=CC=CC=C1)N1C([C@@H](NC12CCN(CC2)C(COC2=CC=CC=C2)=O)CC2=CC=CC=C2)=O (1,3-(S)-dibenzyl-8-(2-phenoxyacetyl)-1,4,8-triazaspiro[4,5]decan-2-one). The solvent is CC(=O)CC (ethyl methyl ketone). Reaction conditions: time 8 hour. Product: Cl.C(C1=CC=CC=C1)N1C([C@@H](NC12CCN(CC2)C(COC2=CC=CC=C2)=O)CC2=CC=CC=C2)=O (1,3-(S)-dibenzyl-8-(2-phenoxyacetyl)-1,4,8-triazaspiro[4,5]decan-2-one hydrochloride). Reaction SMILES: [CH2:1]([N:8]1[C:12]2([CH2:17][CH2:16][N:15]([C:18](=[O:27])[CH2:19][O:20][C:21]3[CH:26]=[CH:25][CH:24]=[CH:23][CH:22]=3)[CH2:14][CH2:13]2)[NH:11][C@@H:10]([CH2:28][C:29]2[CH:34]=[CH:33][CH:32]=[CH:31][CH:30]=2)[C:9]1=[O:35])[C:2]1[CH:7]=[CH:6][CH:5]=[CH:4][CH:3]=1.O.C[Si]([Cl:41])(C)C.CCOCC>CC(CC)=O>[ClH:41].[CH2:1]([N:8]1[C:12]2([CH2:17][CH2:16][N:15]([C:18](=[O:27])[CH2:19][O:20][C:21]3[CH:22]=[CH:23][CH:24]=[CH:25][CH:26]=3)[CH2:14][CH2:13]2)[NH:11][C@@H:10]([CH2:28][C:29]2[CH:30]=[CH:31][CH:32]=[CH:33][CH:34]=2)[C:9]1=[O:35])[C:2]1[CH:7]=[CH:6][CH:5]=[CH:4][CH:3]=1 |f:5.6|. Reported procedure: 1,3-(S)-dibenzyl-8-(2-phenoxyacetyl)-1,4,8-triazaspiro[4,5]decan-2-one (410 mg, 0.9 mmol) was dissolved in ethyl methyl ketone (3.3 mL), water (9 μL), TMSCl (121 μL), and ether (30 mL) were added and the mixture was stirred overnight. The solid matter was isolated by filtration, washed with ether, and dried in vacuo. The product 1,3-(S)-dibenzyl-8-(2-phenoxyacetyl)-1,4,8-triazaspiro[4,5]decan-2-one hydrochloride was obtained in a yield of 347 mg (79%). Starting materials: O=c1c(Br)c(Br)cnn1Cc1ccc(F)cc1, CN1CCNCC1=O, CCO, CCN(C(C)C)C(C)C. The product is CN1CCN(c2cnn(Cc3ccc(F)cc3)c(=O)c2Br)CC1=O. RXN SMILES: [Br:1][c:2]1[c:3](=[O:17])[n:4]([CH2:9][c:10]2[cH:11][cH:12][c:13]([F:16])[cH:14][cH:15]2)[n:5][cH:6][c:7]1[Br:8].[CH3:18][N:19]1[C:20](=[O:25])[CH2:21][NH:22][CH2:23][CH2:24]1.[CH3:35][CH2:36][OH:37].[CH:26]([N:27]([CH:28]([CH3:29])[CH3:30])[CH2:31][CH3:32])([CH3:33])[CH3:34]>>[Br:1][c:2]1[c:3](=[O:17])[n:4]([CH2:9][c:10]2[cH:11][cH:12][c:13]([F:16])[cH:14][cH:15]2)[n:5][cH:6][c:7]1[N:22]1[CH2:21][C:20](=[O:25])[N:19]([CH3:18])[CH2:24][CH2:23]1. The reactants are FC(S(=O)(=O)C1=CC=C(NC2CCC(CC2)OCC(=O)OC(C)(C)C)C=C1)(F)F (tert-butyl 2-[4-[4-(trifluoromethylsulfonyl) anilino]cyclohexoxy]acetate). Run in FC(C(=O)O)(F)F (trifluoroacetic acid). The product is FC(S(=O)(=O)C1=CC=C(NC2CCC(CC2)OCC(=O)O)C=C1)(F)F (2-[4-[4-(trifluoromethylsulfonyl) anilino]cyclohexoxy]acetic acid). As a reaction SMILES: [F:1][C:2]([F:29])([F:28])[S:3]([C:6]1[CH:27]=[CH:26][C:9]([NH:10][CH:11]2[CH2:16][CH2:15][CH:14]([O:17][CH2:18][C:19]([O:21]C(C)(C)C)=[O:20])[CH2:13][CH2:12]2)=[CH:8][CH:7]=1)(=[O:5])=[O:4]>FC(F)(F)C(O)=O>[F:28][C:2]([F:1])([F:29])[S:3]([C:6]1[CH:27]=[CH:26][C:9]([NH:10][CH:11]2[CH2:16][CH2:15][CH:14]([O:17][CH2:18][C:19]([OH:21])=[O:20])[CH2:13][CH2:12]2)=[CH:8][CH:7]=1)(=[O:4])=[O:5]. Procedure: To a solution of tert-butyl 2-[4-[4-(trifluoromethylsulfonyl) anilino]cyclohexoxy]acetate (0.7 g, 1.6 mmol, 1 eq.) in trifluoroacetic acid (3 mL) was stirred at room temperature for 2 hours. The mixture was concentrated under vacuum to remove excess trifluoroacetic acid. The crude material was dried under high vacuum overnight to obtain 2-[4-[4-(trifluoromethylsulfonyl) anilino]cyclohexoxy]acetic acid as light brown syrup. (0.79 g, 100%); (CI, m/z): [M+H]+ 382; 1H NMR (400 MHz, CD3OD): δ 7.65 (d...